From a dataset of the Open Reaction Database (ORD), a public repository of structured organic reaction records. describe an organic reaction: reactants, conditions, products, and yield Reactants: C1=CC=C2C(=C1)C=CC=C2S (1-thionaphthol), [H-].[Na+] (sodium hydride), O1C(C1)CCC=1C=NC=CC1 ((±)-3-(2-oxiranylethyl)pyridine). Run in CN(C=O)C (dimethylformamide). The product is C1(=CC=CC2=CC=CC=C12)SCC(CCC=1C=NC=CC1)O ((±)-α-(1-Naphthylthiomethyl)-3-pyridinepropanol). Isolated yield 34.5%. RXN SMILES: [CH:1]1[CH:6]=[C:5]2[CH:7]=[CH:8][CH:9]=[C:10]([SH:11])[C:4]2=[CH:3][CH:2]=1.[H-].[Na+].[O:14]1[CH2:16][CH:15]1[CH2:17][CH2:18][C:19]1[CH:20]=[N:21][CH:22]=[CH:23][CH:24]=1>CN(C)C=O>[C:10]1([S:11][CH2:16][CH:15]([OH:14])[CH2:17][CH2:18][C:19]2[CH:20]=[N:21][CH:22]=[CH:23][CH:24]=2)[C:4]2[C:5](=[CH:6][CH:1]=[CH:2][CH:3]=2)[CH:7]=[CH:8][CH:9]=1 |f:1.2|. Procedure details: Prepared according to the method described in Example 1 from 1-thionaphthol (0.150 g), sodium hydride (0.044 g) and (±)-3-(2-oxiranylethyl)pyridine (0.150 g) in dimethylformamide (3 ml) at room temperature to give the title compound as an oil (0.100 g).